This data is from the Open Reaction Database (ORD), a public repository of structured organic reaction records. The task is: describe an organic reaction: reactants, conditions, products, and yield The reactants are O=C1CC(C1)C(=O)O (3-oxocyclobutanecarboxylic acid), C1(=CC=CC=C1)P(C1=CC=CC=C1)(C1=CC=CC=C1)=CC(=O)OC(C)(C)C (tert-butyl triphenylphosphoranylidenacetate). The solvent is C1(=CC=CC=C1)C (toluene). Conditions: temperature 90 celsius, time 8 hour. Product: C(C)(C)(C)OC(C=C1CC(C1)C(=O)O)=O (3-(2-(tert-butoxy)-2-oxoethylidene)cyclobutanecarboxylic acid). Isolated yield 88.6%. RXN SMILES: O=[C:2]1[CH2:5][CH:4]([C:6]([OH:8])=[O:7])[CH2:3]1.C1(P(=[CH:28][C:29]([O:31][C:32]([CH3:35])([CH3:34])[CH3:33])=[O:30])(C2C=CC=CC=2)C2C=CC=CC=2)C=CC=CC=1>C1(C)C=CC=CC=1>[C:32]([O:31][C:29](=[O:30])[CH:28]=[C:2]1[CH2:5][CH:4]([C:6]([OH:8])=[O:7])[CH2:3]1)([CH3:35])([CH3:34])[CH3:33]. Procedure details: A mixture of 3-oxocyclobutanecarboxylic acid (0.303 g, 2.66 mmol), tert-butyl triphenylphosphoranylidenacetate (1 g, 2.66 mmol) and toluene (5 mL) was stirred overnight at 90° C. The reaction solution was concentrated under reduced pressure, and the obtained residue was purified by silica gel column chromatography (solvent gradient; 70→100% ethyl acetate/hexane) to give 3-(2-(tert-butoxy)-2-oxoethylidene)cyclobutanecarboxylic acid (0.500 g, 2.356 mmol, 89%) as pale-yellow crystals. Starting materials: C(CCCCCCCCCCCCCCCCC)(=O)O (stearic acid), [O-2].[Zn+2] (zinc oxide), P(O)(O)(O)=O (phosphoric acid), CCCCC(CC)CCC(CC(C)C)OS(=O)(=O)[O-].[Na+] (Tergitol). Run in O (water). Reaction conditions: temperature 64 celsius, time 1 hour. The product is C(CCCCCCCCCCCCCCCCC)(=O)[O-].[Zn+2].C(CCCCCCCCCCCCCCCCC)(=O)[O-] (zinc stearate). RXN SMILES: [C:1]([OH:20])(=[O:19])[CH2:2][CH2:3][CH2:4][CH2:5][CH2:6][CH2:7][CH2:8][CH2:9][CH2:10][CH2:11][CH2:12][CH2:13][CH2:14][CH2:15][CH2:16][CH2:17][CH3:18].[O-2].[Zn+2:22].P(=O)(O)(O)O.CCCCC(CCC(OS([O-])(=O)=O)CC(C)C)CC.[Na+]>O>[C:1]([O-:20])(=[O:19])[CH2:2][CH2:3][CH2:4][CH2:5][CH2:6][CH2:7][CH2:8][CH2:9][CH2:10][CH2:11][CH2:12][CH2:13][CH2:14][CH2:15][CH2:16][CH2:17][CH3:18].[Zn+2:22].[C:1]([O-:20])(=[O:19])[CH2:2][CH2:3][CH2:4][CH2:5][CH2:6][CH2:7][CH2:8][CH2:9][CH2:10][CH2:11][CH2:12][CH2:13][CH2:14][CH2:15][CH2:16][CH2:17][CH3:18] |f:1.2,4.5,7.8.9|. Reported procedure: A molten stearic acid (29.7 grams, Industrene 7018) was added gradually to a stirred slurry of zinc oxide (4.86 grams), phosphoric acid (0.13 gram, 85% solution in water), Tergitol 15-S-7 (0.8 gram), and water (65 grams) at 65° C. The mixture was stirred at 55-73° C. for one hour to give a quantitative yield of zinc stearate as shown by the infrared spectrum of the final product. Reactants: FB(F)F, C=C(C)Cc1c(O)c(Br)cc2c1C(CCNC(=O)CC)CC2, CCOCC, ClCCl. Product: CCC(=O)NCCC1CCc2cc(Br)c3c(c21)CC(C)(C)O3. Reaction SMILES: [B:23]([F:24])([F:25])[F:26].[Br:1][c:2]1[cH:3][c:4]2[c:8]([c:9]([CH2:12][C:13](=[CH2:14])[CH3:15])[c:10]1[OH:11])[CH:7]([CH2:16][CH2:17][NH:18][C:19]([CH2:20][CH3:21])=[O:22])[CH2:6][CH2:5]2.[CH2:27]([O:28][CH2:29][CH3:30])[CH3:31].[CH2:32]([Cl:33])[Cl:34]>>[Br:1][c:2]1[cH:3][c:4]2[c:8]([c:9]3[c:10]1[O:11][C:13]([CH3:14])([CH3:15])[CH2:12]3)[CH:7]([CH2:16][CH2:17][NH:18][C:19]([CH2:20][CH3:21])=[O:22])[CH2:6][CH2:5]2. Reactants: C(C=O)(=O)O (glyoxylic acid), [OH-].[Na+] (sodium hydroxide), [OH-].[Na+] (sodium hydroxide), CC(=O)OCC1=C(N2[C@@H]([C@@H](C2=O)NC(=O)CCC[C@H](C(=O)O)N)SC1)C(=O)O (cephalosporin C), CC(=O)OCC1=C(N2[C@@H]([C@@H](C2=O)NC(=O)CCC[C@H](C(=O)O)N)SC1)C(=O)O (cephalosporin C), N1=CC=C(C=C1)C (γ-picoline). The reagents and catalysts are C(C)(=O)[O-].[Zn+2].C(C)(=O)[O-] (zinc acetate). Yields the product C(C)(=O)OCC=1CS[C@H]2N(C1C(=O)O)C([C@H]2NC(CCCC(=O)C(=O)O)=O)=O (3-acetoxymethyl-7β-(5-carboxy-5-oxopentanamido)-3-cephem-4-carboxylic acid), C(C)(=O)OCC=1CS[C@H]2N(C1C(=O)O)C([C@H]2NC(CCCC(=O)O)=O)=O (3-acetoxymethyl-7β-(4-carboxybutanamido)-3-cephem-4-carboxylic acid). As a reaction SMILES: [CH3:1][C:2]([O:4][CH2:5][C:6]1[CH2:25][S:24][C@@H:9]2[C@H:10]([NH:13][C:14]([CH2:16][CH2:17][CH2:18][C@@H:19](N)[C:20]([OH:22])=[O:21])=[O:15])[C:11](=[O:12])[N:8]2[C:7]=1[C:26]([OH:28])=[O:27])=[O:3].[OH-].[Na+].[C:31]([OH:35])(=[O:34])[CH:32]=[O:33].N1C=CC(C)=CC=1>C([O-])(=O)C.[Zn+2].C([O-])(=O)C>[C:2]([O:4][CH2:5][C:6]1[CH2:25][S:24][C@@H:9]2[C@H:10]([NH:13][C:14](=[O:15])[CH2:16][CH2:17][CH2:18][C:19]([C:20]([OH:22])=[O:21])=[O:33])[C:11](=[O:12])[N:8]2[C:7]=1[C:26]([OH:28])=[O:27])(=[O:3])[CH3:1].[C:2]([O:4][CH2:5][C:6]1[CH2:25][S:24][C@@H:9]2[C@H:10]([NH:13][C:14](=[O:15])[CH2:16][CH2:17][CH2:32][C:31]([OH:35])=[O:34])[C:11](=[O:12])[N:8]2[C:7]=1[C:26]([OH:28])=[O:27])(=[O:3])[CH3:1] |f:1.2,5.6.7|. Reported procedure: A fermentation liquor of Cephalosporium acremonium was freed from the cells by filtration, subjected to acid treatment (pH 2.8) to decompose penicillin N contained therein and then once filtered, and the residue was washed. The filtrate was combined with the washings to obtain 4.6 liters of a liquid containing 3223 γ/ml of cephalosporin C. This liquid was passed through and adsorbed on an active carbon column, washed with water and then eluted with 7 liters of 3% n-butanol containing 700 ml. of ... Starting materials: [Br-].CC1=C(C=CC=C1)C[P+](C1=CC=CC=C1)(C1=CC=CC=C1)C1=CC=CC=C1 ([(2-methylphenyl)methyl]triphenylphosphonium bromide), COC1=NC=CC=C1CN1CCC(CC1)C=O (1-[(2-methoxy-3-pyridinyl)methyl]-4-piperidinecarboxaldehyde), Ice water, CC(C)([O-])C.[K+] (potassium tert-butoxide). Run in CN(C=O)C (N,N-dimethylformamide), CN(C=O)C (N,N-dimethylformamide). Run at time 15 minute. Yields the product COC1=NC=CC=C1CN1CCC(CC1)\C=C\C1=C(C=CC=C1)C (1-[(2-Methoxy-3-pyridinyl)methyl]-4-[(E)-2-(2-methylphenyl)-1-ethenyl]piperidine). Yield: 68.7%. As a reaction SMILES: [Br-].[CH3:2][C:3]1[CH:8]=[CH:7][CH:6]=[CH:5][C:4]=1[CH2:9][P+](C1C=CC=CC=1)(C1C=CC=CC=1)C1C=CC=CC=1.CC(C)([O-])C.[K+].[CH3:35][O:36][C:37]1[C:42]([CH2:43][N:44]2[CH2:49][CH2:48][CH:47]([CH:50]=O)[CH2:46][CH2:45]2)=[CH:41][CH:40]=[CH:39][N:38]=1>CN(C)C=O>[CH3:35][O:36][C:37]1[C:42]([CH2:43][N:44]2[CH2:49][CH2:48][CH:47](/[CH:50]=[CH:9]/[C:4]3[CH:5]=[CH:6][CH:7]=[CH:8][C:3]=3[CH3:2])[CH2:46][CH2:45]2)=[CH:41][CH:40]=[CH:39][N:38]=1 |f:0.1,2.3|. Reported procedure: In N,N-dimethylformamide (10 ml) was suspended 1.15 g of [(2-methylphenyl)methyl]triphenylphosphonium bromide. To the suspension was added 288 mg of potassium tert-butoxide, followed by stirring for 15 minutes under ice-cooling. A solution of 500 mg of 1-[(2-methoxy-3-pyridinyl)methyl]-4-piperidinecarboxaldehyde dissolved in 3 ml of N,N-dimethylformamide was added dropwise thereinto, followed by stirring at room temperature overnight. Ice-water was added to the reaction solution, and the mixture... Reactants: CN(C(=O)N[C@@H]1[C@H]([C@@H]([C@H](OC1O)CO)O)O)N=O (streptozotocin), C(CC(O)(C(=O)O)CC(=O)O)(=O)O (citric acid), CN(C(=O)N[C@@H]1[C@H]([C@@H]([C@H](OC1O)CO)O)O)N=O (STZ), C(CC(O)(C(=O)O)CC(=O)O)(=O)O (citric acid). Reaction conditions: time 16 hour. The product is O=C[C@H](O)[C@@H](O)[C@H](O)[C@H](O)CO (glucose). Reaction SMILES: CN(N=O)C(N[C@H:6]1[CH:11]([OH:12])[O:10][C@H:9]([CH2:13][OH:14])[C@@H:8]([OH:15])[C@@H:7]1[OH:16])=O.C(O)(=O)CC(CC(O)=O)(C(O)=O)[OH:22]>>[O:14]=[CH:13][C@@H:9]([C@H:8]([C@@H:7]([C@@H:6]([CH2:11][OH:12])[OH:22])[OH:16])[OH:15])[OH:10]. Procedure details: SD/IGS rats at 7 weeks of age (male, Charles River Laboratories Japan Inc.) were fasted for about 16 hours and then injected with 50 mg/kg streptozotocin (STZ) via the tail vein under ether anesthesia to prepare diabetic model rats. Similarly, another group of SD/IGS rats at 7 weeks of age was injected with 1.25 mmol/L citric acid in physiological saline (1 mL/kg) via the tail vein under ether anesthesia to prepare normal control rats. At one week after injection of STZ or 1.25 mmol/L citric aci...